Dataset: the Open Reaction Database (ORD), a public repository of structured organic reaction records. Task: describe an organic reaction: reactants, conditions, products, and yield Reactants: ClC1=NC(=CC(=C1)NC1=CC=C(C=C1)CC(=O)OCC)C(F)(F)F (ethyl 2-(4-((2-chloro-6-(trifluoromethyl)pyridin-4-yl)amino)phenyl)acetate), C1(=CCCC1)B(O)O (cyclopent-1-en-1-ylboronic acid). Yields the product C1(=CCCC1)C1=NC(=CC(=C1)NC1=CC=C(C=C1)CC(=O)O)C(F)(F)F (2-(4-((2-(cyclopent-1-en-1-yl)-6-(trifluoromethyl)pyridin-4-yl)amino)phenyl)acetic acid). Yield: 24.1%. RXN SMILES: Cl[C:2]1[CH:7]=[C:6]([NH:8][C:9]2[CH:14]=[CH:13][C:12]([CH2:15][C:16]([O:18]CC)=[O:17])=[CH:11][CH:10]=2)[CH:5]=[C:4]([C:21]([F:24])([F:23])[F:22])[N:3]=1.[C:25]1(B(O)O)[CH2:29][CH2:28][CH2:27][CH:26]=1>>[C:25]1([C:2]2[CH:7]=[C:6]([NH:8][C:9]3[CH:14]=[CH:13][C:12]([CH2:15][C:16]([OH:18])=[O:17])=[CH:11][CH:10]=3)[CH:5]=[C:4]([C:21]([F:23])([F:24])[F:22])[N:3]=2)[CH2:29][CH2:28][CH2:27][CH:26]=1. Procedure details: Following General Procedure F, ethyl 2-(4-((2-chloro-6-(trifluoromethyl)pyridin-4-yl)amino)phenyl)acetate (0.115 g, 0.32 mmol) was reacted with cyclopent-1-en-1-ylboronic acid (0.039 g, 0.35 mmol) to afford the title compound (0.028 g, 24%) as a yellow oil. MW=362.35. 1H NMR (CDCl3, 500 MHz) 8.7.35-7.28 (m, 2H), 7.18-7.11 (m, 2H), 7.02-6.95 (m, 1H), 6.89 (s, 1H), 6.69-6.63 (m, 1H), 6.18 (s, 1H), 3.65 (s, 3H), 2.05 (q, J=7.5 Hz, 4H), 1.30-1.22 (m, 2H); APCI MS m/z 363 [M+H]+. Product: BrC1=C(C=CC=C1)CC1CSCCC1=O (3-[(2-Bromophenyl)methyl]tetrahydro-4H-thiopyran-4-one). Reactants: S1CCC(=CC1)N1CCCC1 (1-(3,6-dihydro-2H-thiopyran-4-yl)pyrrolidine), BrC1=C(CBr)C=CC=C1 (2-bromobenzyl bromide), O1CCOCC1 (dioxane). The yield is 15.0%. As a reaction SMILES: [S:1]1[CH2:6][CH:5]=[C:4](N2CCCC2)[CH2:3][CH2:2]1.[Br:12][C:13]1[CH:20]=[CH:19][CH:18]=[CH:17][C:14]=1[CH2:15]Br.[O:21]1CCOCC1>>[Br:12][C:13]1[CH:20]=[CH:19][CH:18]=[CH:17][C:14]=1[CH2:15][CH:5]1[C:4](=[O:21])[CH2:3][CH2:2][S:1][CH2:6]1. Reported procedure: In a manner similar to that described in Example 82, 1-(3,6-dihydro-2H-thiopyran-4-yl)pyrrolidine (25.0 g, 0.15 mole) or as is in dioxane (100 ml) was treated with 2-bromobenzyl bromide (40.0 g, 0.16 mol) to give the title compound as a clear oil (16.3 g, 15%). Reactants: CCO, CCOC(=O)CCCSc1cc2ccccc2n1C, [Na+], [OH-]. Product: Cn1c(SCCCC(=O)O)cc2ccccc21. Reaction SMILES: [CH3:22][CH2:23][OH:24].[CH3:3][n:4]1[c:5]([S:13][CH2:14][CH2:15][CH2:16][C:17](=[O:18])[O:19][CH2:20][CH3:21])[cH:6][c:7]2[cH:8][cH:9][cH:10][cH:11][c:12]12.[Na+:2].[OH-:1]>>[CH3:3][n:4]1[c:5]([S:13][CH2:14][CH2:15][CH2:16][C:17](=[O:18])[OH:19])[cH:6][c:7]2[cH:8][cH:9][cH:10][cH:11][c:12]12. As a reaction SMILES: [CH3:25][OH:26].[Na+:19].[O:20]1[CH2:21][CH2:22][CH2:23][CH2:24]1.[OH-:18].[n:1]1[cH:2][cH:3][c:4](-[c:7]2[n:8][n:9][c:10]([C:13](=[O:14])[O:15][CH2:16][CH3:17])[cH:11][n:12]2)[cH:5][cH:6]1>>[n:1]1[cH:2][cH:3][c:4](-[c:7]2[n:8][n:9][c:10]([C:13](=[O:14])[OH:15])[cH:11][n:12]2)[cH:5][cH:6]1. Reactants: CO, [Na+], C1CCOC1, [OH-], CCOC(=O)c1cnc(-c2ccncc2)nn1. Yields the product O=C(O)c1cnc(-c2ccncc2)nn1. The reactants are ClC(Cl)Cl, O=[Mn]=O, CCOC(=O)COc1cccc2c1CCCC(COC(=O)N(c1ccccc1)c1ccccc1)C2O. The product is CCOC(=O)COc1cccc2c1CCCC(COC(=O)N(c1ccccc1)c1ccccc1)C2=O. RXN SMILES: [Cl:37][CH:38]([Cl:39])[Cl:40].[O:41]=[Mn:42]=[O:43].[c:1]1([N:7]([C:8](=[O:9])[O:10][CH2:11][CH:12]2[CH:13]([OH:30])[c:14]3[c:15]([c:19]([O:23][CH2:24][C:25](=[O:26])[O:27][CH2:28][CH3:29])[cH:20][cH:21][cH:22]3)[CH2:16][CH2:17][CH2:18]2)[c:31]2[cH:32][cH:33][cH:34][cH:35][cH:36]2)[cH:2][cH:3][cH:4][cH:5][cH:6]1>>[c:1]1([N:7]([C:8](=[O:9])[O:10][CH2:11][CH:12]2[C:13](=[O:30])[c:14]3[c:15]([c:19]([O:23][CH2:24][C:25](=[O:26])[O:27][CH2:28][CH3:29])[cH:20][cH:21][cH:22]3)[CH2:16][CH2:17][CH2:18]2)[c:31]2[cH:32][cH:33][cH:34][cH:35][cH:36]2)[cH:2][cH:3][cH:4][cH:5][cH:6]1. Reactants: [BH4-], CCCc1c(C=O)ccc2ccccc12, CN, CO, [Na+]. Yields the product CCCc1c(CNC)ccc2ccccc12. Reaction SMILES: [BH4-:18].[CH2:3]([CH2:4][CH3:5])[c:6]1[c:7]([CH:16]=[O:17])[cH:8][cH:9][c:10]2[cH:11][cH:12][cH:13][cH:14][c:15]12.[CH3:1][NH2:2].[CH3:20][OH:21].[Na+:19]>>[CH3:1][NH:2][CH2:16][c:7]1[c:6]([CH2:3][CH2:4][CH3:5])[c:15]2[c:10]([cH:9][cH:8]1)[cH:11][cH:12][cH:13][cH:14]2. Reactants: FC1=C(C(=CC=C1F)N)NC1=CC=CC=C1 (3,4-difluoro-N2-phenylbenzene-1,2-diamine), Boc-ser(OMe)-OH, C1=CC2=C(N=C1)N(N=N2)O (HOAT), CN1CCOCC1 (N-methylmorpholine), CCN=C=NCCCN(C)C.Cl (N-(3-dimethylaminopropyl)-n′-ethylcarbodiimide hydrochloride). Run in O (water), C(Cl)Cl (DCM). Reaction conditions: time 16 hour. Yields the product Cl.Cl.FC=1C=CC2=C(N(C(=N2)[C@H](COC)N)C2=CC=CC=C2)C1F ((R)-1-(6,7-Difluoro-1-phenyl-1H-benzoimidazol-2-yl)-2-methoxyethylamine dihydrochloride), solid. The yield is 38.0%. RXN SMILES: [F:1][C:2]1[C:7]([F:8])=[CH:6][CH:5]=[C:4]([NH2:9])[C:3]=1[NH:10][C:11]1[CH:16]=[CH:15][CH:14]=[CH:13][CH:12]=1.C1C=N[C:20]2N(O)N=[N:25][C:19]=2[CH:18]=1.CN1CC[O:31][CH2:30]C1.CCN=C=NCCCN(C)C.[ClH:45]>C(Cl)Cl.O>[ClH:45].[ClH:45].[F:8][C:7]1[CH:6]=[CH:5][C:4]2[N:9]=[C:20]([C@@H:19]([NH2:25])[CH2:18][O:31][CH3:30])[N:10]([C:11]3[CH:16]=[CH:15][CH:14]=[CH:13][CH:12]=3)[C:3]=2[C:2]=1[F:1] |f:3.4,7.8.9|. Procedure details: To a solution of 3,4-difluoro-N2-phenylbenzene-1,2-diamine (400 mg, 1.8 mmol), Boc-ser(OMe)-OH (800 mg, 2.0 mmol), HOAT (340 mg, 2.0 mmol) and N-methylmorpholine (500 μL, 4.0 mmol) in DCM (5 mL) was added N-(3-dimethylaminopropyl)-n′-ethylcarbodiimide hydrochloride (480 mg, 2.0 mmol) and the reaction mixture stirred at RT for 16 h. The reaction mixture was diluted with water and extracted with DCM (3×10 mL). The combined organic fractions were washed with brine, dried (MgSO4) and concentrated in... Reactants: C(=O)([O-])[O-].[K+].[K+] (K2CO3), Cl.NO (hydroxylamine hydrochloride), C(C)O (ethanol), COC1=CC=C(C=C1)N1CCC(CC1)=O (1-(p-methoxyphenyl)-4-piperidinone). The solvent is O (H2O). Yields the product COC1=CC=C(C=C1)N1CCC(CC1)=NO (1-(4-Methoxy-phenyl)-piperidin-4-one oxime). RXN SMILES: [CH3:1][O:2][C:3]1[CH:8]=[CH:7][C:6]([N:9]2[CH2:14][CH2:13][C:12](=O)[CH2:11][CH2:10]2)=[CH:5][CH:4]=1.C([O-])([O-])=O.[K+].[K+].Cl.[NH2:23][OH:24].C(O)C>O>[CH3:1][O:2][C:3]1[CH:8]=[CH:7][C:6]([N:9]2[CH2:14][CH2:13][C:12](=[N:23][OH:24])[CH2:11][CH2:10]2)=[CH:5][CH:4]=1 |f:1.2.3,4.5|. Procedure: A mixture of 1-(p-methoxyphenyl)-4-piperidinone (prepared following the procedure reported in: Scherer, T. et al., Recl. Trav. Chim. Pays-Bas (1993), 112(10), 535-48.) (5.13 g, 25 mmol), K2CO3 (6.22 g, 45 mmol), hydroxylamine hydrochloride (2.606 g, 37.5 mmol) and ethanol was refluxed for 20 min. After cooling H2O (50 ml) was added and white crystals of 1-(4-methoxy-phenyl)-piperidin-4-one oxime (4.56 g, 83%, Mp. 116-119°, MS: m/e=220 (M+)) was collected. Starting materials: C1(CCCCC1)NC1CC(C(C1)C1=CC=CC=C1)CN1CCC(CC1)(CCCC1=CC=CC=C1)O ((cyclohexylamino)-3-(SR)-((4-hydroxy-4-(3-phenylprop-1-yl)piperidin-1-yl)methyl)-4-(SR)-phenylcyclopentane), C(C)(=O)OC(C)=O (acetic anhydride), N1=CC=CC=C1 (pyridine). Run in C(Cl)Cl (methylene chloride), C(Cl)Cl (methylene chloride). Run at time 16 hour. Yields the product C(C)(=O)N(C1CCCCC1)C1CC(C(C1)C1=CC=CC=C1)CN1CCC(CC1)(CCCC1=CC=CC=C1)O ((N-(Acetyl)-N-(cyclohexyl)amino)-3-(SR)-((4-hydroxy-4-(3-phenylprop-1-yl)piperidin-1-yl)methyl)-4-(SR)-phenylcyclopentane). As a reaction SMILES: [CH:1]1([NH:7][CH:8]2[CH2:12][CH:11]([C:13]3[CH:18]=[CH:17][CH:16]=[CH:15][CH:14]=3)[CH:10]([CH2:19][N:20]3[CH2:25][CH2:24][C:23]([OH:35])([CH2:26][CH2:27][CH2:28][C:29]4[CH:34]=[CH:33][CH:32]=[CH:31][CH:30]=4)[CH2:22][CH2:21]3)[CH2:9]2)[CH2:6][CH2:5][CH2:4][CH2:3][CH2:2]1.[C:36](OC(=O)C)(=[O:38])[CH3:37].N1C=CC=CC=1>C(Cl)Cl>[C:36]([N:7]([CH:8]1[CH2:12][CH:11]([C:13]2[CH:14]=[CH:15][CH:16]=[CH:17][CH:18]=2)[CH:10]([CH2:19][N:20]2[CH2:25][CH2:24][C:23]([OH:35])([CH2:26][CH2:27][CH2:28][C:29]3[CH:30]=[CH:31][CH:32]=[CH:33][CH:34]=3)[CH2:22][CH2:21]2)[CH2:9]1)[CH:1]1[CH2:6][CH2:5][CH2:4][CH2:3][CH2:2]1)(=[O:38])[CH3:37]. Procedure: To a solution of 1-(RS and SR)-(cyclohexylamino)-3-(SR)-((4-hydroxy-4-(3-phenylprop-1-yl)piperidin-1-yl)methyl)-4-(SR)-phenylcyclopentane (prepared as in Example 43A) in methylene chloride (2 mL) was added acetic anhydride (0.17 mL, 1.67 mmol) and pyridine (0.17 mL, 2 mmol). The reaction was stirred at rt for 16 h. It was then diluted with methylene chloride and quenched with 1N NaOH. The mixture was washed with 1N NaOH and brine, dried over sodium sulfate and evaporated to dryness. The sample w...